The task is: describe an organic reaction: reactants, conditions, products, and yield. This data is from the Open Reaction Database (ORD), a public repository of structured organic reaction records. Reactants: C(#N)C1=CC=C(S1)C1=CC(=C(C(=O)O)C=C1)F (4-(5-cyano-thiophen-2-yl)-2-fluoro-benzoic acid), CCN(C(C)C)C(C)C (DIEA), C[C@H]1N(CCC1)C[C@H]1NCCC1 (2-(R)-Methyl-1-(2-(S)-pyrrolidinylmethyl)pyrrolidine), CCN=C=NCCCN(C)C.Cl (EDC-HCl), C=1C=CC2=C(C1)N=NN2O (HOBt). The solvent is CN(C)C=O (DMF). Product: FC=1C=C(C=CC1C(=O)N1[C@@H](CCC1)CN1[C@@H](CCC1)C)C1=CC=C(S1)C#N (5-{3-Fluoro-4-[2-(S)-(2-(R)-methyl-pyrrolidin-1-ylmethyl)-pyrrolidine-1-carbonyl]-phenyl}-thiophene-2-carbonitrile). The yield is 12.6%. As a reaction SMILES: [C:1]([C:3]1[S:7][C:6]([C:8]2[CH:16]=[CH:15][C:11]([C:12]([OH:14])=O)=[C:10]([F:17])[CH:9]=2)=[CH:5][CH:4]=1)#[N:2].CCN=C=NCCCN(C)C.Cl.C1C=CC2N(O)N=NC=2C=1.CCN(C(C)C)C(C)C.[CH3:49][C@@H:50]1[CH2:54][CH2:53][CH2:52][N:51]1[CH2:55][C@@H:56]1[CH2:60][CH2:59][CH2:58][NH:57]1>CN(C=O)C>[F:17][C:10]1[CH:9]=[C:8]([C:6]2[S:7][C:3]([C:1]#[N:2])=[CH:4][CH:5]=2)[CH:16]=[CH:15][C:11]=1[C:12]([N:57]1[CH2:58][CH2:59][CH2:60][C@H:56]1[CH2:55][N:51]1[CH2:52][CH2:53][CH2:54][C@H:50]1[CH3:49])=[O:14] |f:1.2|. Reported procedure: The title compound is prepared in a manner substantially analogous to General Procedure D in 6 mL DMF using 4-(5-cyano-thiophen-2-yl)-2-fluoro-benzoic acid (181 mg, 0.73 mmol), EDC-HCl (210 mg, 1.1 mmol), HOBt (149 mg, 1.1 mmol), DIEA (0.31 mL, 1.8 mmol) and 2-(R)-Methyl-1-(2-(S)-pyrrolidinylmethyl)pyrrolidine (101 mg, 0.60 mmol) to give the title compound (30 mg, 12% yield). MS (ES+) 398.3 (M+H)+ Starting materials: FC1=CC2=C(C(=NO2)C2CCNCC2)C=C1 (4-(6-fluoro-1,2-benzisoxazol-3-yl)piperidine), C(=O)([O-])[O-].[K+].[K+] (K2CO3), C=1(C(=CC=CC1)S(=O)(=O)C1(C(C2=CC=CC=C2C1=O)=O)C1=CC=CC=C1)C (2-toluenesulfonyl-2-phenyl-1,3-indandione), C(C)#N (acetonitrile). Product: FC1=CC2=C(C(=NO2)C2CCN(CC2)CCC2(C(C3=CC=CC=C3C2=O)=O)C2=CC=CC=C2)C=C1 (2-[2-[4-(6-Fluoro-1,2-benzisoxazol-3-yl)-1-piperidinyl]ethyl]-2-phenyl-1,3-indandione). Reaction SMILES: [F:1][C:2]1[CH:16]=[CH:15][C:5]2[C:6]([CH:9]3[CH2:14][CH2:13][NH:12][CH2:11][CH2:10]3)=[N:7][O:8][C:4]=2[CH:3]=1.[C:17]([O-:20])([O-])=O.[K+].[K+].C1(C)C(S([C:32]2([C:43]3[CH:48]=[CH:47][CH:46]=[CH:45][CH:44]=3)[C:40](=O)[C:39]3[C:34](=[CH:35][CH:36]=[CH:37][CH:38]=3)[C:33]2=[O:42])(=O)=O)=CC=CC=1.[C:50](#N)C>>[F:1][C:2]1[CH:16]=[CH:15][C:5]2[C:6]([CH:9]3[CH2:10][CH2:11][N:12]([CH2:50][CH2:40][C:32]4([C:43]5[CH:44]=[CH:45][CH:46]=[CH:47][CH:48]=5)[C:33](=[O:42])[C:34]5[C:35](=[CH:36][CH:37]=[CH:38][CH:39]=5)[C:17]4=[O:20])[CH2:13][CH2:14]3)=[N:7][O:8][C:4]=2[CH:3]=1 |f:1.2.3|. Procedure: A mixture of 4-(6-fluoro-1,2-benzisoxazol-3-yl)piperidine (2.2 g, 10 mmol), K2CO3 (1.6 g, 11.6 mmol) and 2-toluenesulfonyl-2-phenyl-1,3-indandione (4.2 g, 10 mmol) in acetonitrile (50 ml) was heated at reflux for 3 hours. The mixture was cooled and the insolubles were filtered. The solvent was removed on a rotary evaporator. The residue was purified twice using a flash chromatography column (SiO2, 45 g and 40 g; eluted with DCM). The product thus purified was recrystallized from ethanol (30 ml) ... Starting materials: BrC1=NC(=CC=C1)Br (2,6-dibromopyridine), C([O-])([O-])=O.[K+].[K+] (potassium carbonate), Cl.N1CCC1 (azetidine hydrogen chloride). Run in CS(=O)C (dimethylsulfoxide). Reaction conditions: temperature 80 celsius. The product is N1(CCC1)C1=NC(=CC=C1)Br (2-(azetidin-1-yl)-6-bromopyridine). The yield is 33.2%. RXN SMILES: Br[C:2]1[CH:7]=[CH:6][CH:5]=[C:4]([Br:8])[N:3]=1.C(=O)([O-])[O-].[K+].[K+].Cl.[NH:16]1[CH2:19][CH2:18][CH2:17]1>CS(C)=O>[N:16]1([C:2]2[CH:7]=[CH:6][CH:5]=[C:4]([Br:8])[N:3]=2)[CH2:19][CH2:18][CH2:17]1 |f:1.2.3,4.5|. Procedure details: To a solution of 2,6-dibromopyridine (100 mg, 0.424 mmol) in dimethylsulfoxide (5 mL) was added potassium carbonate (175.4 mg, 1.27 mmol) and azetidine hydrogen chloride (24.2 mg, 0.424 mmol) at room temperature. The reaction mixture was heated to 80° C. for 16 h, then was poured into ice cold water and extracted with ethyl acetate. The combined organic layers were dried over sodium sulfate, and concentrated under reduced pressure to afford 2-(azetidin-1-yl)-6-bromopyridine (30 mg)